Dataset: the Open Reaction Database (ORD), a public repository of structured organic reaction records. Task: describe an organic reaction: reactants, conditions, products, and yield Starting materials: CC1=CC=C(CCC=2SC=CC2S(=O)(=O)Cl)C=C1 (2-[(4-methyl)phenethyl]thiophene-3-sulfonylchloride), NC1=C(C(=NO1)C)Br (5-amino-4-bromo-3-methylisoxazole). Product: BrC=1C(=NOC1NS(=O)(=O)C1=C(SC=C1)CCC1=CC=C(C=C1)C)C (N-(4-bromo-3-methyl-5-isoxazolyl)-2-[(4-methyl)phenethyl]thiophene-3-sulfonamide). Yield: 52.0%. RXN SMILES: [CH3:1][C:2]1[CH:18]=[CH:17][C:5]([CH2:6][CH2:7][C:8]2[S:9][CH:10]=[CH:11][C:12]=2[S:13](Cl)(=[O:15])=[O:14])=[CH:4][CH:3]=1.[NH2:19][C:20]1[O:24][N:23]=[C:22]([CH3:25])[C:21]=1[Br:26]>>[Br:26][C:21]1[C:22]([CH3:25])=[N:23][O:24][C:20]=1[NH:19][S:13]([C:12]1[CH:11]=[CH:10][S:9][C:8]=1[CH2:7][CH2:6][C:5]1[CH:17]=[CH:18][C:2]([CH3:1])=[CH:3][CH:4]=1)(=[O:15])=[O:14]. Procedure details: N-(4-bromo-3-methyl-5-isoxazolyl)-2-[(4-methyl)phenethyl]thiophene-3-sulfonamide was prepared, as described in Example 2, using 2-[(4-methyl)phenethyl]thiophene-3-sulfonylchloride and 5-amino-4-bromo-3-methylisoxazole in 52% yield. The reactants are OC1=CC(OC(C1)(C1=CC=CC=C1)C1=CC=CC=C1)=O (5,6-dihydro-4-hydroxy-6,6-diphenyl-2H-pyran-2-one), C1CC(=O)N(C1=O)Br (NBS). Product: BrC=1C(OC(CC1O)(C1=CC=CC=C1)C1=CC=CC=C1)=O (3-Bromo-5,6-dihydro-4-hydroxy-6,6-diphenyl-2H-pyran-2-one). RXN SMILES: [OH:1][C:2]1[CH2:7][C:6]([C:14]2[CH:19]=[CH:18][CH:17]=[CH:16][CH:15]=2)([C:8]2[CH:13]=[CH:12][CH:11]=[CH:10][CH:9]=2)[O:5][C:4](=[O:20])[CH:3]=1.C1C(=O)N([Br:28])C(=O)C1>>[Br:28][C:3]1[C:4](=[O:20])[O:5][C:6]([C:8]2[CH:13]=[CH:12][CH:11]=[CH:10][CH:9]=2)([C:14]2[CH:19]=[CH:18][CH:17]=[CH:16][CH:15]=2)[CH2:7][C:2]=1[OH:1]. Procedure details: The title compound was prepared as described in General Method 3 using 4.0 mmol of 5,6-dihydro-4-hydroxy-6,6-diphenyl-2H-pyran-2-one (prepared in Example W) and 4.0 mmol of NBS. The product was obtained as a solid. 1H NMR (DMSO-d6) δ 3.68 (s, 2 H), 7.27-7.40 (m, 10 H).